The task is: describe an organic reaction: reactants, conditions, products, and yield. This data is from the Open Reaction Database (ORD), a public repository of structured organic reaction records. Starting materials: C(C)(=O)OC(CCCN(S(=O)(=O)C)CCCCCCC(=O)OCC)CCCCC (ethyl 7-[N-(4-acetoxynonyl)methanesulfonamido]heptanoate), [OH-].[Na+] (sodium hydroxide), O (water). Run in C(C)O (ethanol). Run at time 20 hour. The product is OC(CCCN(S(=O)(=O)C)CCCCCCC(=O)O)CCCCC (7-[N-(4-hydroxynonyl)methanesulfonamido]heptanoic acid). Reaction SMILES: C([O:4][CH:5]([CH2:25][CH2:26][CH2:27][CH2:28][CH3:29])[CH2:6][CH2:7][CH2:8][N:9]([CH2:14][CH2:15][CH2:16][CH2:17][CH2:18][CH2:19][C:20]([O:22]CC)=[O:21])[S:10]([CH3:13])(=[O:12])=[O:11])(=O)C.[OH-].[Na+].O>C(O)C>[OH:4][CH:5]([CH2:25][CH2:26][CH2:27][CH2:28][CH3:29])[CH2:6][CH2:7][CH2:8][N:9]([CH2:14][CH2:15][CH2:16][CH2:17][CH2:18][CH2:19][C:20]([OH:22])=[O:21])[S:10]([CH3:13])(=[O:11])=[O:12] |f:1.2|. Reported procedure: A solution composed of ethyl 7-[N-(4-acetoxynonyl)methanesulfonamido]heptanoate (6.0 g., 0.0134 mole), sodium hydroxide (1.66 g., 0.0414 mole), water (9 ml.), and ethanol (81 ml.) is kept at room temperature for 20 hours. Most of the solvent is removed in vacuo, water (150 ml.) is added and the solution extracted with ethyl acetate (100 ml.). Then the aqueous layer is acidified (hydrochloric acid) and extracted again with ethyl acetate (2× 75 ml.). The organic layer is dried over sodium sulfate ... Starting materials: CS(=O)(=O)OCCOC=1C=CC(=C2C=C(NC12)C(=O)OCC)C (ethyl 7-(2-methanesulfonyloxyethoxy)-4-methyl-1H-indole-2-carboxylate), [H-].[Na+] (sodium hydride), ice water. The solvent is CN(C=O)C (N,N-dimethylformamide). Reaction conditions: time 8 hour. The product is CC1=CC=C2C=3N(CCO2)C(=CC13)C(=O)OCC (ethyl 2,3-dihydro-7-methyl-pyrrolo [1,2,3-de]-1,4-benzoxazine-5-carboxylate). Yield: 93.1%. RXN SMILES: CS(O[CH2:6][CH2:7][O:8][C:9]1[CH:10]=[CH:11][C:12]([CH3:23])=[C:13]2[C:17]=1[NH:16][C:15]([C:18]([O:20][CH2:21][CH3:22])=[O:19])=[CH:14]2)(=O)=O.[H-].[Na+]>CN(C)C=O>[CH3:23][C:12]1[C:13]2[CH:14]=[C:15]([C:18]([O:20][CH2:21][CH3:22])=[O:19])[N:16]3[CH2:6][CH2:7][O:8][C:9]([C:17]=23)=[CH:10][CH:11]=1 |f:1.2|. Procedure: A mixture of ethyl 7-(2-methanesulfonyloxyethoxy)-4-methyl-1H-indole-2-carboxylate (1.30 g, 3.81 mmol), 60% sodium hydride (0.15 g, 3.81 mmol) and N,N-dimethylformamide (65 ml) was stirred at room temperature for 8 hours. The reaction mixture was poured into ice water and extracted three times with ethyl acetate, and the extract solution was washed with a 5% aqueous sodium chloride solution and dried over anhydrous magnesium sulfate. The solvent was distilled off under reduced pressure and the r... Reactants: ClC1=NC(=CC=C1)I (2-Chloro-6-iodopyridine), CN1C(=CC2=CC=CC=C12)B(O)O (N-methylindole-2-boronic acid), C(=O)([O-])[O-].[Na+].[Na+] (Na2CO3), O1CCOCC1 (dioxane). Reagents/catalysts: C=1C=CC(=CC1)[P](C=2C=CC=CC2)(C=3C=CC=CC3)[Pd]([P](C=4C=CC=CC4)(C=5C=CC=CC5)C=6C=CC=CC6)([P](C=7C=CC=CC7)(C=8C=CC=CC8)C=9C=CC=CC9)[P](C=1C=CC=CC1)(C=1C=CC=CC1)C=1C=CC=CC1 (tetrakis(triphenylphosphine)palladium). Solvent: O (water). Yields the product ClC1=CC=CC(=N1)C=1N(C2=CC=CC=C2C1)C (2-(6-Chloropyridin-2-yl)-1-methyl-1H-indole). The yield is 100.2%. RXN SMILES: [Cl:1][C:2]1[CH:7]=[CH:6][CH:5]=[C:4](I)[N:3]=1.[CH3:9][N:10]1[C:18]2[C:13](=[CH:14][CH:15]=[CH:16][CH:17]=2)[CH:12]=[C:11]1B(O)O.C([O-])([O-])=O.[Na+].[Na+].O1CCOCC1>O.C1C=CC([P]([Pd]([P](C2C=CC=CC=2)(C2C=CC=CC=2)C2C=CC=CC=2)([P](C2C=CC=CC=2)(C2C=CC=CC=2)C2C=CC=CC=2)[P](C2C=CC=CC=2)(C2C=CC=CC=2)C2C=CC=CC=2)(C2C=CC=CC=2)C2C=CC=CC=2)=CC=1>[Cl:1][C:2]1[N:3]=[C:4]([C:11]2[N:10]([CH3:9])[C:18]3[C:13]([CH:12]=2)=[CH:14][CH:15]=[CH:16][CH:17]=3)[CH:5]=[CH:6][CH:7]=1 |f:2.3.4,^1:38,40,59,78|. Reported procedure: 2-Chloro-6-iodopyridine (400 mg, 1.67 mmol), N-methylindole-2-boronic acid (292 mg, 1.67 mmol), tetrakis(triphenylphosphine)palladium (0) (154 mg, 0.13 mmol) and Na2CO3 (442 mg, 4.18 mmol) were dissolved in water (10 mL) and dioxane (10 mL) and heated using a microwave (110° C., absorption high) for 1 h. The solvents were removed in vacuo and the residue was partitioned between DCM (50 mL) and water (30 mL). The aq fraction was extracted with DCM (30 mL) and the combined organic fractions were d... Starting materials: CCOC(C)=O, CCOC(=O)Cc1ccc(N)cc1, [Na+], [OH-], O, Cc1ccc(C(=O)Cl)cc1, c1ccccc1. The product is CCOC(=O)Cc1ccc(NC(=O)c2ccc(C)cc2)cc1. RXN SMILES: [CH3:26][CH2:27][O:28][C:29](=[O:30])[CH3:31].[NH2:1][c:2]1[cH:3][cH:4][c:5]([CH2:8][C:9](=[O:10])[O:11][CH2:12][CH3:13])[cH:6][cH:7]1.[Na+:25].[OH-:24].[OH2:38].[c:14]1([CH3:23])[cH:15][cH:16][c:17]([C:20](=[O:21])[Cl:22])[cH:18][cH:19]1.[cH:32]1[cH:33][cH:34][cH:35][cH:36][cH:37]1>>[NH:1]([c:2]1[cH:3][cH:4][c:5]([CH2:8][C:9](=[O:10])[O:11][CH2:12][CH3:13])[cH:6][cH:7]1)[C:20]([c:17]1[cH:16][cH:15][c:14]([CH3:23])[cH:19][cH:18]1)=[O:21]. The reactants are C1CCOC1, COC(=O)CCC(C(N)=O)N1Cc2c(O)cccc2C1=O, OCc1ccc2nc(CN3CCOCC3)cn2c1. Yields the product COC(=O)CCC(C(N)=O)N1Cc2c(OCc3ccc4nc(CN5CCOCC5)cn4c3)cccc2C1=O. Reaction SMILES: [CH2:40]1[O:41][CH2:42][CH2:43][CH2:44]1.[NH2:1][C:2]([CH:3]([CH2:4][CH2:5][C:6](=[O:7])[O:8][CH3:9])[N:10]1[C:11](=[O:20])[c:12]2[cH:13][cH:14][cH:15][c:16]([OH:19])[c:17]2[CH2:18]1)=[O:21].[O:22]1[CH2:23][CH2:24][N:25]([CH2:28][c:29]2[n:30][c:31]3[n:32]([cH:33][c:34]([CH2:37][OH:38])[cH:35][cH:36]3)[cH:39]2)[CH2:26][CH2:27]1>>[NH2:1][C:2]([CH:3]([CH2:4][CH2:5][C:6](=[O:7])[O:8][CH3:9])[N:10]1[C:11](=[O:20])[c:12]2[cH:13][cH:14][cH:15][c:16]([O:19][CH2:37][c:34]3[cH:33][n:32]4[c:31]([n:30][c:29]([CH2:28][N:25]5[CH2:24][CH2:23][O:22][CH2:27][CH2:26]5)[cH:39]4)[cH:36][cH:35]3)[c:17]2[CH2:18]1)=[O:21]. Starting materials: ClC1=NC=NC2=CC(=C(C=C12)OC)OC (4-chloro-6,7-bis(methyloxy)quinazoline), COC=1C=C2C(=NC=NC2=CC1OC)NC=1C=C(C=CC1N(C)C)S(=O)(=O)NC (3-{[6,7-bis(methyloxy)-4-quinazolinyl]amino}-4-(dimethylamino)-N-methylbenzenesulfonamide). The product is Cl.COC=1C=C2C(=NC=NC2=CC1OC)NC=1C=C(C=CC1N(C)C)S(=O)(=O)NC (3-{[6,7-bis(methyloxy)-4-quinazolinyl]amino}-4-(dimethylamino)-N-methylbenzenesulfonamide hydrochloride). RXN SMILES: [Cl:1]C1C2C(=CC(OC)=C(OC)C=2)N=CN=1.[CH3:16][O:17][C:18]1[CH:19]=[C:20]2[C:25](=[CH:26][C:27]=1[O:28][CH3:29])[N:24]=[CH:23][N:22]=[C:21]2[NH:30][C:31]1[CH:32]=[C:33]([S:40]([NH:43][CH3:44])(=[O:42])=[O:41])[CH:34]=[CH:35][C:36]=1[N:37]([CH3:39])[CH3:38]>>[ClH:1].[CH3:16][O:17][C:18]1[CH:19]=[C:20]2[C:25](=[CH:26][C:27]=1[O:28][CH3:29])[N:24]=[CH:23][N:22]=[C:21]2[NH:30][C:31]1[CH:32]=[C:33]([S:40]([NH:43][CH3:44])(=[O:42])=[O:41])[CH:34]=[CH:35][C:36]=1[N:37]([CH3:38])[CH3:39] |f:2.3|. Procedure: The following compounds were prepared with procedures analogous to that described in Example 1 using 4-chloro-6,7-bis(methyloxy)quinazoline and the specified aniline as starting materials: